Dataset: the Open Reaction Database (ORD), a public repository of structured organic reaction records. Task: describe an organic reaction: reactants, conditions, products, and yield As a reaction SMILES: [CH:1]1([C:4]([OH:6])=O)[CH2:3][CH2:2]1.C(N(C(C)C)CC)(C)C.[CH2:16]1[C:22]2[CH:23]=[CH:24][C:25]([O:27][CH:28]3[CH2:33][CH2:32][N:31]([C:34]([O:36][C:37]([CH3:40])([CH3:39])[CH3:38])=[O:35])[CH2:30][CH2:29]3)=[CH:26][C:21]=2[CH2:20][CH2:19][NH:18][CH2:17]1>CN(C)C=O>[CH:1]1([C:4]([N:18]2[CH2:19][CH2:20][C:21]3[CH:26]=[C:25]([O:27][CH:28]4[CH2:33][CH2:32][N:31]([C:34]([O:36][C:37]([CH3:40])([CH3:39])[CH3:38])=[O:35])[CH2:30][CH2:29]4)[CH:24]=[CH:23][C:22]=3[CH2:16][CH2:17]2)=[O:6])[CH2:3][CH2:2]1. Yields the product C1(CC1)C(=O)N1CCC2=C(CC1)C=C(C=C2)OC2CCN(CC2)C(=O)OC(C)(C)C (tert-butyl 4-(3-cyclopropanecarbonyl-2,3,4,5-tetrahydro-1H-benzo[d]azepin-7-yloxy)-piperidine-1-carboxylate). The reactants are C1(CC1)C(=O)O (cyclopropylcarboxylic acid), C1CNCCC2=C1C=CC(=C2)OC2CCN(CC2)C(=O)OC(C)(C)C (tert-butyl 4-(2,3,4,5-tetrahydro-1H-benzo[d]azepin-7-yloxy)-piperidine-1-carboxylate), C(C)(C)N(CC)C(C)C (diisopropylethylamine), O-(7-azabenzotriazol-1-yl-)-N,N,N′,N′-tetramethyluronium hexafluorophosphate. Reported procedure: 16 l cyclopropylcarboxylic acid are placed in 3 ml dimethylformamide, then 174 l diisopropylethylamine and 93.1 mg O-(7-azabenzotriazol-1-yl-)-N,N,N′,N′-tetramethyluronium hexafluorophosphate (HATU) are added. After 15 min 77.5 mg tert-butyl 4-(2,3,4,5-tetrahydro-1H-benzo[d]azepin-7-yloxy)-piperidine-1-carboxylate are added. The reaction mixture is stirred at ambient temperature until there is no further reaction and the product is purified directly by preparative HPLC (method B). 70 mg of the p... Run in CN(C=O)C (dimethylformamide). The reactants are CCOC(=O)CCCCCCn1cc(CN(C(=O)C2CCCc3c(OCc4ccccc4)cccc32)c2ccc(C(C)C)nc2)cn1, CCO, [Na+], [OH-]. The product is CC(C)c1ccc(N(Cc2cnn(CCCCCCC(=O)O)c2)C(=O)C2CCCc3c(OCc4ccccc4)cccc32)cn1. RXN SMILES: [CH2:1]([c:2]1[cH:3][cH:4][cH:5][cH:6][cH:7]1)[O:8][c:9]1[c:10]2[c:15]([cH:16][cH:17][cH:18]1)[CH:14]([C:19](=[O:20])[N:21]([c:22]1[cH:23][n:24][c:25]([CH:28]([CH3:29])[CH3:30])[cH:26][cH:27]1)[CH2:31][c:32]1[cH:33][n:34][n:35]([CH2:37][CH2:38][CH2:39][CH2:40][CH2:41][CH2:42][C:43](=[O:44])[O:45][CH2:46][CH3:47])[cH:36]1)[CH2:13][CH2:12][CH2:11]2.[CH3:50][CH2:51][OH:52].[Na+:49].[OH-:48]>>[CH2:1]([c:2]1[cH:3][cH:4][cH:5][cH:6][cH:7]1)[O:8][c:9]1[c:10]2[c:15]([cH:16][cH:17][cH:18]1)[CH:14]([C:19](=[O:20])[N:21]([c:22]1[cH:23][n:24][c:25]([CH:28]([CH3:29])[CH3:30])[cH:26][cH:27]1)[CH2:31][c:32]1[cH:33][n:34][n:35]([CH2:37][CH2:38][CH2:39][CH2:40][CH2:41][CH2:42][C:43](=[O:44])[OH:45])[cH:36]1)[CH2:13][CH2:12][CH2:11]2. Starting materials: C=CC1=CC=CC=C1 (styrene), 1,3-isoprene, [Li]CCCC (n-BuLi). The solvent is hexanes. Yields the product C=CC(C)=C.C=CC1=CC=CC=C1 (styrene-isoprene). RXN SMILES: [CH2:1]=[CH:2][C:3]1[CH:8]=[CH:7][CH:6]=[CH:5][CH:4]=1.[Li]CCCC>>[CH2:1]=[CH:2][C:3](=[CH2:4])[CH3:8].[CH2:1]=[CH:2][C:3]1[CH:8]=[CH:7][CH:6]=[CH:5][CH:4]=1 |f:2.3|. Procedure details: The procedure described in Example 9 was utilized in this example except that a premix containing 25:75 mixture of styrene and 1,3-isoprene in hexanes was used in place of isoprene and the modifier was changed from STA/DPE to ETE alone. The molar ratio of ETE to n-BuLi was 0.5:1. The Tg, microstructure of 25/75 SIR (styrene-isoprene rubber) formed and the time needed to consume more than 90 percent of the monomers charged are listed in TABLE 8.